Dataset: the Open Reaction Database (ORD), a public repository of structured organic reaction records. Task: describe an organic reaction: reactants, conditions, products, and yield The reactants are CC(=O)O[BH-](OC(C)=O)OC(C)=O, CC(=O)O, CC=O, ClCCl, Cc1nn(C)cc1-n1c(=O)n(C)c2cnc3ccc(-c4cncc(N)c4)cc3c21, [Na+]. Yields the product CCNc1cncc(-c2ccc3ncc4c(c3c2)n(-c2cn(C)nc2C)c(=O)n4C)c1. RXN SMILES: [C:37]([O:38][BH-:39]([O:40][C:41](=[O:42])[CH3:43])[O:44][C:45](=[O:46])[CH3:47])(=[O:48])[CH3:49].[CH3:33][C:34](=[O:35])[OH:36].[CH:30]([CH3:31])=[O:32].[Cl:51][CH2:52][Cl:53].[NH2:1][c:2]1[cH:3][c:4](-[c:8]2[cH:9][c:10]3[c:11]4[c:12]([cH:13][n:14][c:15]3[cH:16][cH:17]2)[n:18]([CH3:29])[c:19](=[O:28])[n:20]4-[c:21]2[c:22]([CH3:27])[n:23][n:24]([CH3:26])[cH:25]2)[cH:5][n:6][cH:7]1.[Na+:50]>>[NH:1]([c:2]1[cH:3][c:4](-[c:8]2[cH:9][c:10]3[c:11]4[c:12]([cH:13][n:14][c:15]3[cH:16][cH:17]2)[n:18]([CH3:29])[c:19](=[O:28])[n:20]4-[c:21]2[c:22]([CH3:27])[n:23][n:24]([CH3:26])[cH:25]2)[cH:5][n:6][cH:7]1)[CH2:30][CH3:31].